Task: describe an organic reaction: reactants, conditions, products, and yield. Dataset: the Open Reaction Database (ORD), a public repository of structured organic reaction records The reactants are [Al+3], C1CCOC1, COCCCc1ccc(Cl)c(C(=O)NC2CC2)c1, [H-], [H-], [H-], [H-], [Li+]. The product is COCCCc1ccc(Cl)c(CNC2CC2)c1. As a reaction SMILES: [Al+3:2].[CH2:25]1[O:26][CH2:27][CH2:28][CH2:29]1.[Cl:7][c:8]1[c:9]([C:10](=[O:11])[NH:12][CH:13]2[CH2:14][CH2:15]2)[cH:16][c:17]([CH2:20][CH2:21][CH2:22][O:23][CH3:24])[cH:18][cH:19]1.[H-:1].[H-:4].[H-:5].[H-:6].[Li+:3]>>[Cl:7][c:8]1[c:9]([CH2:10][NH:12][CH:13]2[CH2:14][CH2:15]2)[cH:16][c:17]([CH2:20][CH2:21][CH2:22][O:23][CH3:24])[cH:18][cH:19]1. Reactants: N1=CC=CC2=CC=CC=C12 (quinoline), BrC1=CC2=C(C=C(S2)C(=O)O)C=C1 (6-bromobenzothiophene -2-carboxylic acid). The reagents and catalysts are [Cu] (copper). Solvent: CCOCC (ether). Run at temperature 220 celsius. The product is BrC=1C=CC2=C(SC=C2)C1 (6-Bromobenzo[b]thiophene). Reaction SMILES: N1C2C(=CC=CC=2)C=CC=1.[Br:11][C:12]1[CH:23]=[CH:22][C:15]2[CH:16]=[C:17](C(O)=O)[S:18][C:14]=2[CH:13]=1>[Cu].CCOCC>[Br:11][C:12]1[CH:23]=[CH:22][C:15]2[CH:16]=[CH:17][S:18][C:14]=2[CH:13]=1. Reported procedure: To quinoline (45 ml) were added 6-bromobenzothiophene -2-carboxylic acid (14 g) and copper powder (874 mg), followed by stirring under heat at an oil temperature of 220° C. for 2 hours. After the reaction mixture was allowed to cool down, ether was added and the copper powder was filtered off. The filtrate was washed with a 1N aqueous solution of hydrochloric acid, then with a 1N aqueous solution of sodium hydroxide and finally with saturated aqueous NaCl solution, followed by drying over anhydr...